describe an organic reaction: reactants, conditions, products, and yield From a dataset of the Open Reaction Database (ORD), a public repository of structured organic reaction records. The reactants are [Si](C)(C)(C(C)(C)C)OC1=C2C=CN(C2=CC=C1)CC#N ((4-{[tert-butyl(dimethyl)silyl]oxy}-1H-indol-1-yl)acetonitrile), Cl (hydrochloric acid). The reagents and catalysts are [Ni] (Raney-nickel). Run in O1CCCC1 (tetrahydrofuran), C(C)O (ethanol), [Ni] (Raney-nickel). Run at time 1 hour. Yields the product [Si](C)(C)(C(C)(C)C)OC1=C2C=CN(C2=CC=C1)CCN (2-(4-{[tert-Butyl(dimethyl)silyl]oxy}-1H-indol-1-yl)ethylamine). Yield: 78.8%. As a reaction SMILES: [Si:1]([O:8][C:9]1[CH:17]=[CH:16][CH:15]=[C:14]2[C:10]=1[CH:11]=[CH:12][N:13]2[CH2:18][C:19]#[N:20])([C:4]([CH3:7])([CH3:6])[CH3:5])([CH3:3])[CH3:2].Cl>O1CCCC1.C(O)C.[Ni]>[Si:1]([O:8][C:9]1[CH:17]=[CH:16][CH:15]=[C:14]2[C:10]=1[CH:11]=[CH:12][N:13]2[CH2:18][CH2:19][NH2:20])([C:4]([CH3:7])([CH3:6])[CH3:5])([CH3:3])[CH3:2]. Reported procedure: To a solution of (4-{[tert-butyl(dimethyl)silyl]oxy}-1H-indol-1-yl)acetonitrile (259 mg, 0.904 mmol) in tetrahydrofuran (20 mL) are added a 2.0M hydrochloric acid in ethanol (1 mL) and active Raney-nickel (manufactured by Kawaken Fine Chemicals Co., Ltd., about 1 mL), and the mixture is vigorously stirred under hydrogen atmosphere under pressure (0.5 Pa) at room temperature for 1 hour. To the mixture is further added active Raney-nickel (about 1.5 mL), and the mixture is vigorously stirred under...